This data is from the Open Reaction Database (ORD), a public repository of structured organic reaction records. The task is: describe an organic reaction: reactants, conditions, products, and yield Reactants: C(C)[Mg]Br (ethylmagnesium bromide), FC1=CC=C(C#N)C=C1 (4-fluorobenzonitrile), C(C)N(CCCCl)CC (3-(diethylamino)-propyl chloride), [Mg] (magnesium), O1CCCC1 (tetrahydrofuran). Solvent: C(C)OCC (diethyl ether). Conditions: temperature 40 celsius. The product is C(C)N(CCCC(=O)C1=CC=C(C=C1)F)CC (4-(Diethylamino)-1-(4-fluorophenyl)-1-butanone). Reaction SMILES: [CH2:1]([N:3]([CH2:8][CH3:9])[CH2:4][CH2:5][CH2:6]Cl)[CH3:2].[Mg].C([Mg]Br)C.[F:15][C:16]1[CH:23]=[CH:22][C:19]([C:20]#N)=[CH:18][CH:17]=1.[O:24]1CCCC1>C(OCC)C>[CH2:1]([N:3]([CH2:8][CH3:9])[CH2:4][CH2:5][CH2:6][C:20]([C:19]1[CH:22]=[CH:23][C:16]([F:15])=[CH:17][CH:18]=1)=[O:24])[CH3:2]. Procedure details: A suspension of 73.1 g (0.489 mol) 3-(diethylamino)-propyl chloride and 11.87 g (0.489 mol) of magnesium in 300 mL of tetrahydrofuran is initiated with 0.25 mL of 3M ethylmagnesium bromide in diethyl ether and is refluxed overnight. After this time, the reaction is allowed to cool to 40° C. and is treated with 29.6 g (0.245 mol) of 4-fluorobenzonitrile. The initial exotherm is followed by applied heat and the reaction is refluxed for 3 hr. After this time, the reaction is allowd to cool to room ... Starting materials: C(=O)(O)C12CCC(CC1)(CC2)NCC(=O)N2[C@@H](C[C@@H](C2)F)C#N ((2S,4S)-1-[[N-[4-carboxybicyclo[2.2.2]oct-1-yl]amino]acetyl]-4-fluoropyrrolidine-2-carbonitrile), C1(CCCCC1)[C@@H](C)N ((1R)-1-cyclohexylethylamine). Yields the product C1(CCCCC1)[C@@H](C)NC(=O)C12CCC(CC1)(CC2)NCC(=O)N2[C@@H](C[C@@H](C2)F)C#N ((2S,4S)-1-[[N-(4-[-N-[(1R)-1-cyclohexylethyl]amino]carbonylbicyclo[2.2.2]oct-1-yl)amino]acetyl]-4-fluoropyrrolidine-2-carbonitrile). RXN SMILES: [C:1]([C:4]12[CH2:11][CH2:10][C:7]([NH:12][CH2:13][C:14]([N:16]3[CH2:20][C@@H:19]([F:21])[CH2:18][C@H:17]3[C:22]#[N:23])=[O:15])([CH2:8][CH2:9]1)[CH2:6][CH2:5]2)(O)=[O:2].[CH:24]1([C@H:30]([NH2:32])[CH3:31])[CH2:29][CH2:28][CH2:27][CH2:26][CH2:25]1>>[CH:24]1([C@H:30]([NH:32][C:1]([C:4]23[CH2:5][CH2:6][C:7]([NH:12][CH2:13][C:14]([N:16]4[CH2:20][C@@H:19]([F:21])[CH2:18][C@H:17]4[C:22]#[N:23])=[O:15])([CH2:10][CH2:11]2)[CH2:8][CH2:9]3)=[O:2])[CH3:31])[CH2:29][CH2:28][CH2:27][CH2:26][CH2:25]1. Reported procedure: In a similar manner to Example 63, (2S,4S)-1-[[N-[4-carboxybicyclo[2.2.2]oct-1-yl]amino]acetyl]-4-fluoropyrrolidine-2-carbonitrile (50.0 mg) and (1R)-1-cyclohexylethylamine (49.7 μL) were used to obtain (2S,4S)-1-[[N-(4-[-N-[(1R)-1-cyclohexylethyl]amino]carbonylbicyclo[2.2.2]oct-1-yl)amino]acetyl]-4-fluoropyrrolidine-2-carbonitrile (29.9 mg).